Dataset: the Open Reaction Database (ORD), a public repository of structured organic reaction records. Task: describe an organic reaction: reactants, conditions, products, and yield Reactants: CC1=CC=C(CSCC(=O)OCC)C=C1 (ethyl (4-methylbenzylthio)acetate), CC[O-].[Na+] (sodium ethylate), SCC(=O)OCC (ethyl 2-mercaptoacetate), ICC (iodoethane), ethanolic solution. Solvent: C(C)O (ethanol). Yields the product C(C)SCC(=O)OCC (Ethyl (ethylthio)acetate). Reaction SMILES: CC1C=C[C:5]([CH2:6][S:7][CH2:8][C:9]([O:11][CH2:12][CH3:13])=[O:10])=CC=1.ICC.CC[O-].[Na+].SCC(OCC)=O>C(O)C>[CH2:6]([S:7][CH2:8][C:9]([O:11][CH2:12][CH3:13])=[O:10])[CH3:5] |f:2.3|. Reported procedure: The procedure is as in Example 29 for the preparation of ethyl (4-methylbenzylthio)acetate, starting with iodoethane (10.5 g), a 2M ethanolic solution of sodium ethylate (37 cc) and ethyl 2-mercaptoacetate (8.1 g) in ethanol (100 cc). Ethyl (ethylthio)acetate (6.9 g) is thereby obtained, and is used in the crude state in the subsequent syntheses. The reactants are BrN1C(CCC1=O)=O (N-Bromosuccinimide), FC(C(CC=1NC=C(N1)CC1(CC1)C(F)(F)F)(O)C1=CC=C(C=C1)N1N=CC=C1)F (1,1-difluoro-2-[4-(1H-pyrazol-1-yl)phenyl]-3-(4-{[1-(trifluoromethyl)cyclopropyl]methyl}-1H-imidazol-2-yl)propan-2-ol). Run in C(C)#N (acetonitrile). Conditions: time 1 hour. The product is BrC1=C(N=C(N1)CC(C(F)F)(O)C1=CC=C(C=C1)N1N=CC=C1)CC1(CC1)C(F)(F)F (3-(5-bromo-4-{[1-(trifluoromethyl)cyclopropyl]methyl}-1H-imidazol-2-yl)-1,1-difluoro-2-[4-(1H-pyrazol-1-yl)phenyl]propan-2-ol). As a reaction SMILES: [Br:1]N1C(=O)CCC1=O.[F:9][CH:10]([F:38])[C:11]([C:27]1[CH:32]=[CH:31][C:30]([N:33]2[CH:37]=[CH:36][CH:35]=[N:34]2)=[CH:29][CH:28]=1)([OH:26])[CH2:12][C:13]1[NH:14][CH:15]=[C:16]([CH2:18][C:19]2([C:22]([F:25])([F:24])[F:23])[CH2:21][CH2:20]2)[N:17]=1>C(#N)C>[Br:1][C:15]1[NH:14][C:13]([CH2:12][C:11]([C:27]2[CH:28]=[CH:29][C:30]([N:33]3[CH:37]=[CH:36][CH:35]=[N:34]3)=[CH:31][CH:32]=2)([OH:26])[CH:10]([F:9])[F:38])=[N:17][C:16]=1[CH2:18][C:19]1([C:22]([F:25])([F:24])[F:23])[CH2:20][CH2:21]1. Reported procedure: N-Bromosuccinimide (95 mg, 0.53 mmol) was added to a solution of 1,1-difluoro-2-[4-(1H-pyrazol-1-yl)phenyl]-3-(4-{[1-(trifluoromethyl)cyclopropyl]methyl}-1H-imidazol-2-yl)propan-2-ol (200 mg, 0.53 mmol) in acetonitrile (5 mL) at ambient temperature. After stirring for 1 hr, the reaction mixture was concentrated in vacuo. Chromatography over silica eluting with 0-100% ethyl acetate/hexane afforded 3-(5-bromo-4-{[1-(trifluoromethyl)cyclopropyl]methyl}-1H-imidazol-2-yl)-1,1-difluoro-2-[4-(1H-pyrazo...